This data is from the Open Reaction Database (ORD), a public repository of structured organic reaction records. The task is: describe an organic reaction: reactants, conditions, products, and yield The reactants are CC(C)(C)[Si](C)(C)OCCC=O, CC(C)OP(=O)(CP(=O)(OC(C)C)OC(C)C)OC(C)C, [Li]CCCC, CCCCCCC. Yields the product CC(C)OP(=O)(C=CCCO[Si](C)(C)C(C)(C)C)OC(C)C. RXN SMILES: [C:27]([CH3:28])([CH3:29])([CH3:30])[Si:31]([O:32][CH2:33][CH2:34][CH:35]=[O:36])([CH3:37])[CH3:38].[CH2:1]([P:2](=[O:3])([O:4][CH:5]([CH3:6])[CH3:7])[O:8][CH:9]([CH3:10])[CH3:11])[P:12]([O:13][CH:14]([CH3:15])[CH3:16])([O:17][CH:18]([CH3:19])[CH3:20])=[O:21].[CH2:22]([Li:23])[CH2:24][CH2:25][CH3:26].[CH3:39][CH2:40][CH2:41][CH2:42][CH2:43][CH2:44][CH3:45]>>[CH:1]([P:12]([O:13][CH:14]([CH3:15])[CH3:16])([O:17][CH:18]([CH3:19])[CH3:20])=[O:21])=[CH:35][CH2:34][CH2:33][O:32][Si:31]([C:27]([CH3:28])([CH3:29])[CH3:30])([CH3:37])[CH3:38]. The reactants are CC(=O)O, CSc1cccc2c(NCc3ccc(Cl)c(Cl)c3)cc(C)nc12, OO. Yields the product Cc1cc(NCc2ccc(Cl)c(Cl)c2)c2cccc(S(C)=O)c2n1. RXN SMILES: [CH3:26][C:27](=[O:28])[OH:29].[Cl:3][c:4]1[cH:5][c:6]([CH2:7][NH:8][c:9]2[cH:10][c:11]([CH3:21])[n:12][c:13]3[c:14]([S:19][CH3:20])[cH:15][cH:16][cH:17][c:18]23)[cH:22][cH:23][c:24]1[Cl:25].[OH:1][OH:2]>>[O:1]=[S:19]([c:14]1[c:13]2[n:12][c:11]([CH3:21])[cH:10][c:9]([NH:8][CH2:7][c:6]3[cH:5][c:4]([Cl:3])[c:24]([Cl:25])[cH:23][cH:22]3)[c:18]2[cH:17][cH:16][cH:15]1)[CH3:20]. Solvent: C(Cl)Cl (CH2Cl2), C(C)(=O)O (acetic acid), C(Cl)Cl (CH2Cl2). Procedure: To 250 ml CH2Cl2 is added with stirring 36 g prednisolone (0.10 mol), 31.3 g chlorambucil (0,103 mol), 1.2 g DMAP (0,01 mol) and 1.1 g pTSA (0,06 mol). The reaction mixture is cooled to 0° C. and with continued stirring at this temperature a solution of 22.7 g DCC (0,11 mol) in 50 ml CH2Cl2 is slowly added. The reaction mixture is then kept at 0° C. with stirring for 20 h. 3 ml acetic acid is added and precipitated urea filtered off. The filtrate is evaporated in vacuo and the residue recrystall... Starting materials: C1CCC(CC1)N=C=NC2CCCCC2 (DCC), C[C@]12C[C@@H]([C@H]3[C@H]([C@@H]1CC[C@@]2(C(=O)CO)O)CCC4=CC(=O)C=C[C@]34C)O (prednisolone), C1=CC(=CC=C1CCCC(=O)O)N(CCCl)CCCl (chlorambucil), CC=1C=CC(=CC1)S(=O)(=O)O (pTSA). As a reaction SMILES: [CH3:1][C@@:2]12[C@@:10]([OH:15])([C:11]([CH2:13][OH:14])=[O:12])[CH2:9][CH2:8][C@H:7]1[C@@H:6]1[CH2:16][CH2:17][C:18]3[C@@:24]([CH3:25])([C@H:5]1[C@@H:4]([OH:26])[CH2:3]2)[CH:23]=[CH:22][C:20](=[O:21])[CH:19]=3.[CH:27]1[C:32]([CH2:33][CH2:34][CH2:35][C:36](O)=[O:37])=[CH:31][CH:30]=[C:29]([N:39]([CH2:43][CH2:44][Cl:45])[CH2:40][CH2:41][Cl:42])[CH:28]=1.CC1C=CC(S(O)(=O)=O)=CC=1.C1CCC(N=C=NC2CCCCC2)CC1>CN(C1C=CN=CC=1)C.C(Cl)Cl.C(O)(=O)C>[CH3:1][C@@:2]12[C@@:10]([OH:15])([C:11]([CH2:13][O:14][C:36]([CH2:35][CH2:34][CH2:33][C:32]3[CH:27]=[CH:28][C:29]([N:39]([CH2:40][CH2:41][Cl:42])[CH2:43][CH2:44][Cl:45])=[CH:30][CH:31]=3)=[O:37])=[O:12])[CH2:9][CH2:8][C@H:7]1[C@@H:6]1[CH2:16][CH2:17][C:18]3[C@@:24]([CH3:25])([C@H:5]1[C@@H:4]([OH:26])[CH2:3]2)[CH:23]=[CH:22][C:20](=[O:21])[CH:19]=3. Product: C[C@]12C[C@@H]([C@H]3[C@H]([C@@H]1CC[C@@]2(C(=O)COC(=O)CCCC=4C=CC(=CC4)N(CCCl)CCCl)O)CCC5=CC(=O)C=C[C@]35C)O (prednimustine). Yield: 91.0%. Reagents/catalysts: CN(C)C=1C=CN=CC1 (DMAP). Run at temperature 0 celsius, time 20 hour. The reactants are Cc1cn(C2OC(CO)C(O)C2F)c(=O)[nH]c1=O, [K+], [K+], [K+], [K+], [N-]=[N+]=[N-], Nc1ncc2nc[nH]c2n1, O=P([O-])([O-])[O-]. The product is Nc1ncc2ncn(C3OC(CO)C(O)C3F)c2n1. RXN SMILES: [F:11][CH:12]1[CH:13]([n:20]2[cH:21][c:22]([CH3:23])[c:24](=[O:25])[nH:26][c:27]2=[O:28])[O:14][CH:15]([CH2:18][OH:19])[CH:16]1[OH:17].[K+:32].[K+:38].[K+:39].[K+:40].[N-:29]=[N+:30]=[N-:31].[NH2:1][c:2]1[n:3][cH:4][c:5]2[n:6][cH:7][nH:8][c:9]2[n:10]1.[P:33]([O-:34])([O-:35])([O-:36])=[O:37]>>[NH2:1][c:2]1[n:3][cH:4][c:5]2[n:6][cH:7][n:8]([CH:13]3[CH:12]([F:11])[CH:16]([OH:17])[CH:15]([CH2:18][OH:19])[O:14]3)[c:9]2[n:10]1. The reactants are NC1=NC=CC(=C1)C(=O)OCC (2-amino-4-ethoxycarbonylpyridine), [OH-].[Na+] (sodium hydroxide), P(=O)(Cl)(Cl)Cl (phosphorous oxychloride), polyphosphoric acid. Solvent: C(C)O (ethanol). Product: CC=1N=C2N(C(C1CC)=O)C=CC(=C2)C(=O)OCC (2-methyl-3-ethyl-8-ethoxycarbonyl-4-oxo-4H-pyrido-(1,2-a)pyrimidine). The yield is 42.0%. As a reaction SMILES: [NH2:1][C:2]1[CH:7]=[C:6]([C:8]([O:10][CH2:11][CH3:12])=[O:9])[CH:5]=[CH:4][N:3]=1.P(Cl)(Cl)(Cl)=O.[OH-:18].[Na+]>C(O)C>[CH3:4][C:5]1[N:1]=[C:2]2[CH:7]=[C:6]([C:8]([O:10][CH2:11][CH3:12])=[O:9])[CH:5]=[CH:4][N:3]2[C:8](=[O:18])[C:6]=1[CH2:7][CH3:2] |f:2.3|. Procedure: 0.02 moles of 2-amino-4-ethoxycarbonylpyridine and 0.02 moles of ethyl-2-ethylacetacetate are stirred in a mixture of 10 ml. of phosphorous oxychloride and 2 g. of polyphosphoric acid at 120° C. for 2 hours. The reaction mixture is treated with 20 ml. of ethanol at 70° to 80° C., whereupon it is neutralized with a 10% (w/v) aqueous sodium hydroxide solution with ice cooling. The ethanol is evaporated, the residue is extracted with four 25-ml. portions of chloroform and the combined extracts are ... Reactants: CCCCCC(=O)Nc1ccc(OCC2CO2)c(C#N)c1, CCO, CCOC(C)=O, CCC(C)N. Yields the product CCCCCC(=O)Nc1ccc(OCC(O)CNC(C)CC)c(C#N)c1. As a reaction SMILES: [C:1](#[N:2])[c:3]1[c:4]([O:5][CH2:6][CH:7]2[CH2:8][O:9]2)[cH:10][cH:11][c:12]([NH:14][C:15]([CH2:16][CH2:17][CH2:18][CH2:19][CH3:20])=[O:21])[cH:13]1.[CH3:27][CH2:28][OH:29].[CH3:30][CH2:31][O:32][C:33](=[O:34])[CH3:35].[CH:22]([CH3:23])([CH2:24][CH3:25])[NH2:26]>>[C:1](#[N:2])[c:3]1[c:4]([O:5][CH2:6][CH:7]([CH2:8][NH:26][CH:22]([CH3:23])[CH2:24][CH3:25])[OH:9])[cH:10][cH:11][c:12]([NH:14][C:15]([CH2:16][CH2:17][CH2:18][CH2:19][CH3:20])=[O:21])[cH:13]1. Starting materials: Cn1nc(-c2cc([N+](=O)[O-])c(Cl)cc2F)c(Cl)c1OC(F)F, CCOC(C)=O, CC(=O)O, [Fe], O. Product: Cn1nc(-c2cc(N)c(Cl)cc2F)c(Cl)c1OC(F)F. As a reaction SMILES: [CH3:1][n:2]1[n:3][c:4](-[c:12]2[c:13]([F:22])[cH:14][c:15]([Cl:21])[c:16]([N+:18]([O-:19])=[O:20])[cH:17]2)[c:5]([Cl:11])[c:6]1[O:7][CH:8]([F:9])[F:10].[CH3:24][CH2:25][O:26][C:27](=[O:28])[CH3:29].[CH3:30][C:31](=[O:32])[OH:33].[Fe:34].[OH2:23]>>[CH3:1][n:2]1[n:3][c:4](-[c:12]2[c:13]([F:22])[cH:14][c:15]([Cl:21])[c:16]([NH2:18])[cH:17]2)[c:5]([Cl:11])[c:6]1[O:7][CH:8]([F:9])[F:10].